This data is from the Open Reaction Database (ORD), a public repository of structured organic reaction records. The task is: describe an organic reaction: reactants, conditions, products, and yield Reactants: CC(=O)O, C1CCOC1, CC1(C)OB(c2cccc(C=C3c4ccc(Cl)cc4CCc4cccnc43)c2)OC1(C)C, O, OO. The product is Oc1cccc(C=C2c3ccc(Cl)cc3CCc3cccnc32)c1. As a reaction SMILES: [C:33]([OH:34])(=[O:35])[CH3:36].[CH2:40]1[O:41][CH2:42][CH2:43][CH2:44]1.[Cl:1][c:2]1[cH:3][cH:4][c:5]2[c:6]([cH:32]1)[CH2:7][CH2:8][c:9]1[c:10]([n:11][cH:12][cH:13][cH:14]1)[C:15]2=[CH:16][c:17]1[cH:18][c:19]([B:23]2[O:24][C:25]([CH3:26])([CH3:27])[C:28]([CH3:29])([CH3:30])[O:31]2)[cH:20][cH:21][cH:22]1.[OH2:37].[OH:38][OH:39]>>[Cl:1][c:2]1[cH:3][cH:4][c:5]2[c:6]([cH:32]1)[CH2:7][CH2:8][c:9]1[c:10]([n:11][cH:12][cH:13][cH:14]1)[C:15]2=[CH:16][c:17]1[cH:18][c:19]([OH:35])[cH:20][cH:21][cH:22]1. Reactants: CCOC(=O)c1cccc([N+](=O)[O-])c1O, CO, [H][H]. Yields the product CCOC(=O)c1cccc(N)c1O. As a reaction SMILES: [CH2:1]([CH3:2])[O:3][C:4]([c:5]1[c:6]([OH:14])[c:7]([N+:11]([O-:12])=[O:13])[cH:8][cH:9][cH:10]1)=[O:15].[CH3:18][OH:19].[H:16][H:17]>>[CH2:1]([CH3:2])[O:3][C:4]([c:5]1[c:6]([OH:14])[c:7]([NH2:11])[cH:8][cH:9][cH:10]1)=[O:15]. The reactants are ice, N1C(=CC2=CC=CC=C12)C(=O)N (indole-2-carboxamide), [OH-].[Na+] (sodium hydroxide). Solvent: ClP(C1=CC=CC=C1)(Cl)=O (dichlorophenylphosphine oxide). Yields the product C(#N)C=1NC2=CC=CC=C2C1 (2-Cyanoindole). Yield: 90.2%. Reaction SMILES: [NH:1]1[C:9]2[C:4](=[CH:5][CH:6]=[CH:7][CH:8]=2)[CH:3]=[C:2]1[C:10]([NH2:12])=O.[OH-].[Na+]>ClP(=O)(Cl)C1C=CC=CC=1>[C:10]([C:2]1[NH:1][C:9]2[C:4]([CH:3]=1)=[CH:5][CH:6]=[CH:7][CH:8]=2)#[N:12] |f:1.2|. Procedure: A solution of indole-2-carboxamide (3.02 g, 18.8 mmol) in dichlorophenylphosphine oxide (20 mL) was heated at 80° C. overnight. The cooled reaction mixture was then poured over 100 mL ice and the pH was adjusted to 11 with 50% aqueous sodium hydroxide. Extraction with ethyl acetate followed by concentration in vacuo gave an off-white solid which was purified by silica gel chromatography (1% MeOH/CH2Cl2) to yield the title compound (2.41 g, 90%): 1H NMR (400 MHz, DMSO-d6) δ 7.68 (d, 1H), 7.46 (d,...